Dataset: the Open Reaction Database (ORD), a public repository of structured organic reaction records. Task: describe an organic reaction: reactants, conditions, products, and yield The reactants are O=C1CCC(CC1)C(=O)OCC (Ethyl 4-oxocyclohexanecarboxylate), C1(=CC=CC=C1)O (Phenol), OS(=O)(=O)O (H2SO4). Run in O (water), O (water). Run at temperature 0 celsius. The product is C(C)OC(=O)C1CCC(CC1)(C1=CC=C(C=C1)O)C1=CC=C(C=C1)O (4,4-bis(4-hydroxyphenyl)cyclohexane carboxylic acid ethyl ester). Yield: 50.5%. RXN SMILES: [C:1]1([OH:7])[CH:6]=[CH:5][CH:4]=[CH:3][CH:2]=1.O=[C:9]1[CH2:14][CH2:13][CH:12]([C:15]([O:17][CH2:18][CH3:19])=[O:16])[CH2:11][CH2:10]1.OS(O)(=O)=O>O>[CH2:18]([O:17][C:15]([CH:12]1[CH2:13][CH2:14][C:9]([C:4]2[CH:5]=[CH:6][C:1]([OH:7])=[CH:2][CH:3]=2)([C:4]2[CH:5]=[CH:6][C:1]([OH:7])=[CH:2][CH:3]=2)[CH2:10][CH2:11]1)=[O:16])[CH3:19]. Procedure: Phenol (1.1 g, 11.8 mmol) was diluted with water (0.53 mL) and cooled to 0° C. with stirring. Ethyl 4-oxocyclohexanecarboxylate (0.94 mL, 5.87 mmol) was added followed by dropwise addition of concentrated H2SO4 (2.11 g). After 10 min the mixture was warmed to room temperature and allowed to stir for 4 hr. The mixture was then diluted with water and the product extracted with EtOAc (2×). The organic layer was washed with water, brine, dried over MgSO4 and concentrated in vacuo. The residue was pu... Starting materials: BrC1=C(C=CC(=N1)C(=O)OC)F (methyl 6-bromo-5-fluoropicolinate), FC=1C=C(C=C(C1B1OC(C(O1)(C)C)(C)C)F)C(C)(C)O[Si](C(C)C)(C(C)C)C(C)C ((2-(3,5-difluoro-4-(4,4,5,5-tetramethyl-1,3,2-dioxaborolan-2-yl)phenyl)propan-2-yloxy)triisopropylsilane). Product: FC1=C(C(=CC(=C1)C(C)(C)O)F)C1=C(C=CC(=N1)C(=O)OC)F (methyl 6-(2,6-difluoro-4-(2-hydroxypropan-2-yl)phenyl)-5-fluoropicolinate). The yield is 90.0%. RXN SMILES: Br[C:2]1[N:7]=[C:6]([C:8]([O:10][CH3:11])=[O:9])[CH:5]=[CH:4][C:3]=1[F:12].[F:13][C:14]1[CH:15]=[C:16]([C:30]([O:33][Si](C(C)C)(C(C)C)C(C)C)([CH3:32])[CH3:31])[CH:17]=[C:18]([F:29])[C:19]=1B1OC(C)(C)C(C)(C)O1>>[F:13][C:14]1[CH:15]=[C:16]([C:30]([OH:33])([CH3:32])[CH3:31])[CH:17]=[C:18]([F:29])[C:19]=1[C:2]1[N:7]=[C:6]([C:8]([O:10][CH3:11])=[O:9])[CH:5]=[CH:4][C:3]=1[F:12]. Procedure: Method 1 was followed using methyl 6-bromo-5-fluoropicolinate (1.0 equiv.) and (2-(3,5-difluoro-4-(4,4,5,5-tetramethyl-1,3,2-dioxaborolan-2-yl)phenyl)propan-2-yloxy)triisopropylsilane (1.6 equiv.) at 100° C. for 30 min in the microwave to give methyl 6-(2,6-difluoro-4-(2-hydroxypropan-2-yl)phenyl)-5-fluoropicolinate in 90% yield. LC/MS=325.9 (MH+), Rt=0.81 min. 1H NMR (400 MHz, <cdcl3>) δ ppm 1.59 (s, 6 H), 4.00 (s, 3 H), 7.15 (d, J=9.00 Hz, 2 H), 7.62-7.68 (m, 1 H), 8.23-8.29 (m, 1 H). The reactants are FC=1C=C2C(=C(C(=NC2=CC1F)C)C(=O)OCC)O (Ethyl 6,7-difluoro-4-hydroxy-2-methyl-quinoline-3-carboxylate), P(=O)(Cl)(Cl)Cl (phosphorus oxychloride), N (ammonia). Yields the product ClC1=C(C(=NC2=CC(=C(C=C12)F)F)C)C(=O)OCC (Ethyl 4-chloro-6,7-difluoro-2-methyl-quinoline-3-carboxylate). Reaction SMILES: [F:1][C:2]1[CH:3]=[C:4]2[C:9](=[CH:10][C:11]=1[F:12])[N:8]=[C:7]([CH3:13])[C:6]([C:14]([O:16][CH2:17][CH3:18])=[O:15])=[C:5]2O.P(Cl)(Cl)([Cl:22])=O.N>>[Cl:22][C:5]1[C:4]2[C:9](=[CH:10][C:11]([F:12])=[C:2]([F:1])[CH:3]=2)[N:8]=[C:7]([CH3:13])[C:6]=1[C:14]([O:16][CH2:17][CH3:18])=[O:15]. Reported procedure: A suspension of 6,7-difluoro-4-hydroxy quinoline 21 was refluxed with phosphorus oxychloride for 30 minutes. To the cooled reaction mixture was added aqueous ammonia and the product was obtained by extracting with methylene chloride, dried over sodium sulfate and concentrated in vacuo. 1H NMR (CDCl3) δ (ppm): 1.44 (3H, t, J=7.14 Hz), 2.70 (3H, s), 4.50 (2H, q, J=7.14 Hz), 7.62 (1H, t, J=7.69 Hz), 7.78 (1H, dd, J=10.71, 7.69 Hz), 7.95 (2H, d, J=10.72, 8.24 Hz). m/z 286.7 (MH+). Reactants: O=C([O-])[O-], CCCI, CN(C)C=O, Cc1ccc(O)cc1Cl, [K+], [K+]. The product is CCCOc1ccc(C)c(Cl)c1. Reaction SMILES: [C:10](=[O:11])([O-:12])[O-:13].[CH2:16]([CH2:17][CH3:18])[I:19].[CH3:20][N:21]([CH3:22])[CH:23]=[O:24].[Cl:1][c:2]1[cH:3][c:4]([OH:9])[cH:5][cH:6][c:7]1[CH3:8].[K+:14].[K+:15]>>[Cl:1][c:2]1[cH:3][c:4]([O:9][CH2:16][CH2:17][CH3:18])[cH:5][cH:6][c:7]1[CH3:8]. Starting materials: C27H26Cl2N6O2, C(C)(C)(C)OC(=O)NCC1N(CCC1)C(=O)C1=C(C=C(C(=O)NC(CC2=NC=CC=C2)C2=NC3=C(N2)C=CC(=C3)Cl)C=C1)Cl (4-[2-(N-tert-butoxycarbonylaminomethyl)pyrrolidin-1-ylcarbonyl]-3-chloro-N-[1-(5-chloro-1H-benzimidazol-2-yl)-2-(pyridin-2-yl)ethyl]benzamide), FC(C(=O)O)(F)F (trifluoroacetic acid), ClCl (chlorine), ClCCl.CO.N (dichloromethane methanol ammonia). Product: NCC1N(CCC1)C(=O)C1=C(C=C(C(=O)NC(CC2=NC=CC=C2)C2=NC3=C(N2)C=CC(=C3)Cl)C=C1)Cl (4-(2-aminomethylpyrrolidin-1-ylcarbonyl)-3-chloro-N-[1-(5-chloro-1H-benzimidazol-2-yl)-2-(pyridin-2-yl)ethyl]benzamide). RXN SMILES: C(OC([NH:8][CH2:9][CH:10]1[CH2:14][CH2:13][CH2:12][N:11]1[C:15]([C:17]1[CH:43]=[CH:42][C:20]([C:21]([NH:23][CH:24]([C:32]2[NH:36][C:35]3[CH:37]=[CH:38][C:39]([Cl:41])=[CH:40][C:34]=3[N:33]=2)[CH2:25][C:26]2[CH:31]=[CH:30][CH:29]=[CH:28][N:27]=2)=[O:22])=[CH:19][C:18]=1[Cl:44])=[O:16])=O)(C)(C)C.FC(F)(F)C(O)=O.ClCCl.CO.N.ClCl>>[NH2:8][CH2:9][CH:10]1[CH2:14][CH2:13][CH2:12][N:11]1[C:15]([C:17]1[CH:43]=[CH:42][C:20]([C:21]([NH:23][CH:24]([C:32]2[NH:36][C:35]3[CH:37]=[CH:38][C:39]([Cl:41])=[CH:40][C:34]=3[N:33]=2)[CH2:25][C:26]2[CH:31]=[CH:30][CH:29]=[CH:28][N:27]=2)=[O:22])=[CH:19][C:18]=1[Cl:44])=[O:16] |f:2.3.4|. Procedure: Prepared analogously to Example 17 from 4-[2-(N-tert-butoxycarbonylaminomethyl)pyrrolidin-1-ylcarbonyl]-3-chloro-N-[1-(5-chloro-1H-benzimidazol-2-yl)-2-(pyridin-2-yl)ethyl]benzamide and trifluoroacetic acid. Yield: 216 mg (85%, mixture of four stereoisomers); Rf value: 0.27 (silica gel; dichloromethane/methanol/ammonia=9:1:0.1); C27H26Cl2N6O2 (537.45); mass spectrum: (M−H)−=535/537/539 (chlorine isotope). Starting materials: ( 7.0 ), NC=1SC(=NN1)SCCCCCC (2-amino-5-hexylthio-1,3,4-thiadiazole), C(CC(=O)C)(=O)OCC (ethyl acetoacetate), polyphosphoric acid. Run in O (water). Reaction conditions: time 30 minute. The product is C(CCCCC)SC1=NN2C(=NC(=CC2=O)C)S1 (2-hexylthio-7-methyl-5H-1,3,4-thiadiazolo[3,2-a]pyrimidin-5-one). The yield is 82.0%. Reaction SMILES: [NH2:1][C:2]1[S:3][C:4]([S:7][CH2:8][CH2:9][CH2:10][CH2:11][CH2:12][CH3:13])=[N:5][N:6]=1.[C:14](OCC)(=[O:19])[CH2:15][C:16]([CH3:18])=O>O>[CH2:8]([S:7][C:4]1[S:3][C:2]2=[N:1][C:16]([CH3:18])=[CH:15][C:14](=[O:19])[N:6]2[N:5]=1)[CH2:9][CH2:10][CH2:11][CH2:12][CH3:13]. Reported procedure: Seven (7.0) grams of the thus obtained 2-amino-5-hexylthio-1,3,4-thiadiazole and 4.3 g of ethyl acetoacetate were mixed with 8 g of polyphosphoric acid, and the mixture was heated to 130°-150° C. and stirred for 30 minutes. After cooling, water was added to the reaction mixture, and the resulting mixture was extracted with chloroform. The organic layer was washed with a sodium hydrogen carbonate aqueous solution and water respectively, dried over anhydrous sodium sulfate. The solvent was distill...